Dataset: the Open Reaction Database (ORD), a public repository of structured organic reaction records. Task: describe an organic reaction: reactants, conditions, products, and yield Reactants: E1, ClC=1C=C2N(C(N1)=O)CCN2C(=O)OC(C)(C)C (tert-butyl 7-chloro-5-oxo-2,3-dihydroimidazo[1,2-c]pyrimidine-1(5H)-carboxylate), [H-].[Na+] (NaH), FC1=C(OC2=CC(=C(C#N)C=C2)C(F)(F)F)C=CC(=C1)CO (4-(2-fluoro-4-(hydroxymethyl)phenoxy)-2-(trifluoromethyl)benzonitrile). Product: C(#N)C1=C(C=C(OC2=C(C=C(COC=3C=C4N(C(N3)=O)CCN4C(=O)OC(C)(C)C)C=C2)F)C=C1)C(F)(F)F (tert-butyl 7-((4-(4-cyano-3-(trifluoromethyl)phenoxy)-3-fluorobenzyl)oxy)-5-oxo-2,3-dihydroimidazo[1,2-c]pyrimidine-1(5H)-carboxylate). RXN SMILES: [H-].[Na+].[F:3][C:4]1[CH:22]=[C:21]([CH2:23][OH:24])[CH:20]=[CH:19][C:5]=1[O:6][C:7]1[CH:14]=[CH:13][C:10]([C:11]#[N:12])=[C:9]([C:15]([F:18])([F:17])[F:16])[CH:8]=1.Cl[C:26]1[CH:27]=[C:28]2[N:35]([C:36]([O:38][C:39]([CH3:42])([CH3:41])[CH3:40])=[O:37])[CH2:34][CH2:33][N:29]2[C:30](=[O:32])[N:31]=1>>[C:11]([C:10]1[CH:13]=[CH:14][C:7]([O:6][C:5]2[CH:19]=[CH:20][C:21]([CH2:23][O:24][C:26]3[CH:27]=[C:28]4[N:35]([C:36]([O:38][C:39]([CH3:42])([CH3:41])[CH3:40])=[O:37])[CH2:34][CH2:33][N:29]4[C:30](=[O:32])[N:31]=3)=[CH:22][C:4]=2[F:3])=[CH:8][C:9]=1[C:15]([F:18])([F:16])[F:17])#[N:12] |f:0.1|. Procedure: The title compound was prepared by a procedure similar to that described for E1 starting from NaH, 4-(2-fluoro-4-(hydroxymethyl)phenoxy)-2-(trifluoromethyl)benzonitrile and tert-butyl 7-chloro-5-oxo-2,3-dihydroimidazo[1,2-c]pyrimidine-1(5H)-carboxylate. The reactants are ClC=1C=C(C=CC1C(=O)NCC1=CC(=C(C=C1)C(F)(F)F)Cl)S(=O)(=O)Cl (3-chloro-4-({[3-chloro-4-(trifluoromethyl)benzyl]amino}carbonyl)benzenesulfonyl chloride), NC1=NC=NS1 (5-amino-1,2,4-thiadiazole), Cl (HCl). The product is ClC1=C(C(=O)NCC2=CC(=C(C=C2)C(F)(F)F)Cl)C=CC(=C1)S(=O)(=O)NC1=NC=NS1 (2-Chloro-N-[3-chloro-4-(trifluoromethyl)benzyl]-4-[(1,2,4-thiadiazol-5-ylamino)sulfonyl]benzamide). As a reaction SMILES: [Cl:1][C:2]1[CH:3]=[C:4]([S:23](Cl)(=[O:25])=[O:24])[CH:5]=[CH:6][C:7]=1[C:8]([NH:10][CH2:11][C:12]1[CH:17]=[CH:16][C:15]([C:18]([F:21])([F:20])[F:19])=[C:14]([Cl:22])[CH:13]=1)=[O:9].[NH2:27][C:28]1[S:32][N:31]=[CH:30][N:29]=1.Cl>>[Cl:1][C:2]1[CH:3]=[C:4]([S:23]([NH:27][C:28]2[S:32][N:31]=[CH:30][N:29]=2)(=[O:25])=[O:24])[CH:5]=[CH:6][C:7]=1[C:8]([NH:10][CH2:11][C:12]1[CH:17]=[CH:16][C:15]([C:18]([F:21])([F:20])[F:19])=[C:14]([Cl:22])[CH:13]=1)=[O:9]. Procedure: The title compound was prepared from 3-chloro-4-({[3-chloro-4-(trifluoromethyl)benzyl]amino}carbonyl)benzenesulfonyl chloride (Preparation 38) and 5-amino-1,2,4-thiadiazole in following Method H described for Example 6. The reaction mixture was added to 2M HCl, extracted into ethyl acetate, dried over sodium sulphate, filtered and evaporated. The crude material was purified by column chromatography eluting with DCM:MeOH:AcOH (95:5:0.5) to yield the title compound. Reactants: C(C)OC(=O)C1=NC=CC=C1[N+](=O)[O-] (2-ethoxycarbonyl-3-nitropyridine), [OH-].[Li+] (lithium hydroxide). Solvent: CO (methanol), O (water). Conditions: time 16 hour. Product: C(=O)(O)C1=NC=CC=C1[N+](=O)[O-] (2-carboxy-3-nitropyridine). Isolated yield 93.4%. RXN SMILES: C([O:3][C:4]([C:6]1[C:11]([N+:12]([O-:14])=[O:13])=[CH:10][CH:9]=[CH:8][N:7]=1)=[O:5])C.[OH-].[Li+]>CO.O>[C:4]([C:6]1[C:11]([N+:12]([O-:14])=[O:13])=[CH:10][CH:9]=[CH:8][N:7]=1)([OH:5])=[O:3] |f:1.2|. Reported procedure: To a solution of 2-ethoxycarbonyl-3-nitropyridine (0.5 g, 2.5 mmoL, 1 eq.) in 20 mL of methanol and 5 mL of water was added lithium hydroxide (0.2 g, 4.5 mmoL, 1.8 eq.) and the mixture stirred for 16 hours at ambient temperature. The reaction was concentrated and 50 mL of 1N KOH was were added. The solution was washed with 25 mL of ethyl actetate, acidified with 1 N HCl, and extracted with ethyl acetate (3×50 mL). The combined ethyl acetate extractions were dried over sodium sulfate and concentr... Reactants: C(C1=CC=CC=C1)ON1[C@@H]2CC[C@H](N(C1=O)C2)C(=O)O ((2S,5R)-6-(Benzyloxy)-7-oxo-1,6-diazabicyclo[3.2.1]octane-2-carboxylic acid), C(C1=CC=NC=C1)(=O)NN (isonicotinic acid hydrazide). Yields the product C(C1=CC=CC=C1)ON1[C@@H]2CC[C@H](N(C1=O)C2)C(=O)NNC(=O)C2=CC=NC=C2 ((2S,5R)-6-Benzyloxy-7-oxo-N′-(pyridine-4-ylcarbonyl)-1,6-diazabicyclo[3.2.1]octane-2-carbohydrazide). As a reaction SMILES: [CH2:1]([O:8][N:9]1[C:15](=[O:16])[N:14]2[CH2:17][C@H:10]1[CH2:11][CH2:12][C@H:13]2[C:18]([OH:20])=O)[C:2]1[CH:7]=[CH:6][CH:5]=[CH:4][CH:3]=1.[C:21]([NH:29][NH2:30])(=[O:28])[C:22]1[CH:27]=[CH:26][N:25]=[CH:24][CH:23]=1>>[CH2:1]([O:8][N:9]1[C:15](=[O:16])[N:14]2[CH2:17][C@H:10]1[CH2:11][CH2:12][C@H:13]2[C:18]([NH:30][NH:29][C:21]([C:22]1[CH:27]=[CH:26][N:25]=[CH:24][CH:23]=1)=[O:28])=[O:20])[C:2]1[CH:3]=[CH:4][CH:5]=[CH:6][CH:7]=1. Reported procedure: Following a procedure analogous to Example 27, from the carboxylic acid (6b, 390 mg, 1.41 mmol) of Example 9 or 16 and isonicotinic acid hydrazide (580.1 mg, commercially available), the title compound was afforded (quantitative). Reactants: CO, COC(=O)c1ccc(F)c(C2=CCC3(CC2)OCCO3)n1. Product: COC(=O)c1ccc(F)c(C2CCC3(CC2)OCCO3)n1. RXN SMILES: [CH3:22][OH:23].[F:1][c:2]1[cH:3][cH:4][c:5]([C:18](=[O:19])[O:20][CH3:21])[n:6][c:7]1[C:8]1=[CH:9][CH2:10][C:11]2([O:12][CH2:13][CH2:14][O:15]2)[CH2:16][CH2:17]1>>[F:1][c:2]1[cH:3][cH:4][c:5]([C:18](=[O:19])[O:20][CH3:21])[n:6][c:7]1[CH:8]1[CH2:9][CH2:10][C:11]2([O:12][CH2:13][CH2:14][O:15]2)[CH2:16][CH2:17]1. Reactants: ClC=1N=C2C(=NC(=NC2=NC1N(C)C)N1CCNCC1)N(C)C (6-chloro-4,7-bis-(dimethylamino)-2-piperazino-pteridine), C(C1=CC=CC=C1)S (benzylmercaptan). Yields the product C(C1=CC=CC=C1)SC=1N=C2C(=NC(=NC2=NC1N(C)C)N1CCNCC1)N(C)C (6-Benzylthio-4,7-bis-(dimethylamino)-2-piperazino pteridine). As a reaction SMILES: Cl[C:2]1[N:3]=[C:4]2[C:9](=[N:10][C:11]=1[N:12]([CH3:14])[CH3:13])[N:8]=[C:7]([N:15]1[CH2:20][CH2:19][NH:18][CH2:17][CH2:16]1)[N:6]=[C:5]2[N:21]([CH3:23])[CH3:22].[CH2:24]([SH:31])[C:25]1[CH:30]=[CH:29][CH:28]=[CH:27][CH:26]=1>>[CH2:24]([S:31][C:2]1[N:3]=[C:4]2[C:9](=[N:10][C:11]=1[N:12]([CH3:14])[CH3:13])[N:8]=[C:7]([N:15]1[CH2:20][CH2:19][NH:18][CH2:17][CH2:16]1)[N:6]=[C:5]2[N:21]([CH3:23])[CH3:22])[C:25]1[CH:30]=[CH:29][CH:28]=[CH:27][CH:26]=1. Procedure: This compound was prepared analogous to Example 2 from 6-chloro-4,7-bis-(dimethylamino)-2-piperazino-pteridine and benzylmercaptan. Starting materials: [OH-].[Na+] (sodium hydroxide), [OH-].[Na+] (sodium hydroxide), N1[C@@H](C(=O)O)CCCC1 (D-hPro-OH), ClC(=O)OCC1=CC=CC=C1 (benzyl chloroformate). Run in O1CCCC1 (tetrahydrofuran), O (water). Reaction conditions: time 1 hour. Product: N1([C@@H](C(=O)O)CCCC1)C(=O)OCC1=CC=CC=C1 (Cbz-D-hPro-OH). The yield is 94.2%. RXN SMILES: [NH:1]1[CH2:9][CH2:8][CH2:7][CH2:6][C@@H:2]1[C:3]([OH:5])=[O:4].[OH-].[Na+].Cl[C:13]([O:15][CH2:16][C:17]1[CH:22]=[CH:21][CH:20]=[CH:19][CH:18]=1)=[O:14]>O1CCCC1.O>[N:1]1([C:13]([O:15][CH2:16][C:17]2[CH:22]=[CH:21][CH:20]=[CH:19][CH:18]=2)=[O:14])[CH2:9][CH2:8][CH2:7][CH2:6][C@@H:2]1[C:3]([OH:5])=[O:4] |f:1.2|. Procedure: D-hPro-OH (5.0 g, 38.7 mmol) was dissolved in tetrahydrofuran (100 mL) and water (30 mL). The pH of the solution was adjusted to 9.5 with 2N sodium hydroxide and benzyl chloroformate (5.5 mL, 38.7 mmol) was added dropwise and the pH maintained at 9.5 with 2N sodium hydroxide. The reaction was stirred for an additional 1 hour at room temperature. The organic solvent was evaporated in vacuo, diethyl ether (100 mL) and water (50 mL) was added to the residue. The aqueous layer separated, the pH of t...